From a dataset of the Open Reaction Database (ORD), a public repository of structured organic reaction records. describe an organic reaction: reactants, conditions, products, and yield Starting materials: compound, NC1=CC=C(C=C1)C1=CC=C2CN(C(C2=C1)=O)[C@H](C(=O)OC)C(C)C ((S)-Methyl 2-(6-(4-aminophenyl)-1-oxoisoindolin-2-yl)-3-methylbutanoate), FC=1C=C(C=CC1F)N=C=O (3,4-difluorophenyl isocyanate), compound, compound. The product is FC=1C=C(C=CC1F)NC(NC1=CC=C(C=C1)C1=CC=C2CN(C(C2=C1)=O)[C@H](C(=O)OC)C(C)C)=O ((S)-Methyl 2-(6-(4-(3-(3,4-difluorophenyl)ureido)phenyl)-1-oxoisoindolin-2-yl)-3-methylbutanoate). As a reaction SMILES: [NH2:1][C:2]1[CH:7]=[CH:6][C:5]([C:8]2[CH:16]=[C:15]3[C:11]([CH2:12][N:13]([C@@H:18]([CH:23]([CH3:25])[CH3:24])[C:19]([O:21][CH3:22])=[O:20])[C:14]3=[O:17])=[CH:10][CH:9]=2)=[CH:4][CH:3]=1.[F:26][C:27]1[CH:28]=[C:29]([N:34]=[C:35]=[O:36])[CH:30]=[CH:31][C:32]=1[F:33]>>[F:26][C:27]1[CH:28]=[C:29]([NH:34][C:35](=[O:36])[NH:1][C:2]2[CH:3]=[CH:4][C:5]([C:8]3[CH:16]=[C:15]4[C:11]([CH2:12][N:13]([C@@H:18]([CH:23]([CH3:25])[CH3:24])[C:19]([O:21][CH3:22])=[O:20])[C:14]4=[O:17])=[CH:10][CH:9]=3)=[CH:6][CH:7]=2)[CH:30]=[CH:31][C:32]=1[F:33]. Reported procedure: The compound of example 31 was prepared analogous to compound of example 7 by reaction of compound of example 6 with 3,4-difluorophenyl isocyanate. The compound of example 31 was used directly without isolation for the preparation of compound of example 32. Starting materials: CCOC(=O)c1cc2cc(OCCOC)ncc2[nH]1, C1CCOC1, CO, [Li+], [OH-]. Product: COCCOc1cc2cc(C(=O)O)[nH]c2cn1. Reaction SMILES: [CH2:1]([CH3:2])[O:3][C:4](=[O:5])[c:6]1[cH:7][c:8]2[c:9]([cH:10][n:11][c:12]([O:14][CH2:15][CH2:16][O:17][CH3:18])[cH:13]2)[nH:19]1.[CH2:22]1[O:23][CH2:24][CH2:25][CH2:26]1.[CH3:27][OH:28].[Li+:21].[OH-:20]>>[O:3]=[C:4]([OH:5])[c:6]1[cH:7][c:8]2[c:9]([cH:10][n:11][c:12]([O:14][CH2:15][CH2:16][O:17][CH3:18])[cH:13]2)[nH:19]1.